Dataset: the Open Reaction Database (ORD), a public repository of structured organic reaction records. Task: describe an organic reaction: reactants, conditions, products, and yield Starting materials: S(=O)(C1=CC=C(C=C1)N)(=O)O (Sulfanilic acid), [Li+].[OH-] (LiOH), acid chloride. Solvent: O (water). Reaction conditions: time 20 minute. Yields the product [Li+].S(=O)(C1=CC=C(C=C1)N)(=O)[O-] (sulfanilate lithium salt). Reaction SMILES: [S:1]([OH:11])(=[O:10])([C:3]1[CH:8]=[CH:7][C:6]([NH2:9])=[CH:5][CH:4]=1)=[O:2].[Li+:12].[OH-]>O>[Li+:12].[S:1]([O-:11])(=[O:10])([C:3]1[CH:4]=[CH:5][C:6]([NH2:9])=[CH:7][CH:8]=1)=[O:2] |f:1.2,4.5|. Reported procedure: Next, a sulfanilate lithium salt precursor is prepared according to step 2 in FIG. 8. Sulfanilic acid (1.35 g, 7.8 mmol) and LiOH (0.187 g, 7.8 mmol) were added in water (10 mL) with constant stirring. This step results in an available lone pair of electrons on the amino group to react with the acid chloride at the next and final step. After stirring 20 min, the clear solution was then dried in vacuum overnight to obtain a dried sulfanilate lithium salt precursor. The solid was used as the start...